Dataset: the Open Reaction Database (ORD), a public repository of structured organic reaction records. Task: describe an organic reaction: reactants, conditions, products, and yield Starting materials: BrCCCCCCCCCCC(=O)O (11-bromoundecanoic acid), [I-].[Na+] (sodium iodide). The reagents and catalysts are [I-].C(CCC)[N+](CCCC)(CCCC)CCCC (tetra-n-butylammonium iodide). Run in C(C)#N (acetonitrile). The product is IC(C(=O)O)CCCCCCCCC (iodoundecanoic acid). Reaction SMILES: Br[CH2:2][CH2:3][CH2:4][CH2:5][CH2:6][CH2:7][CH2:8][CH2:9][CH2:10][CH2:11][C:12]([OH:14])=[O:13].[I-:15].[Na+]>C(#N)C.[I-].C([N+](CCCC)(CCCC)CCCC)CCC>[I:15][CH:11]([CH2:10][CH2:9][CH2:8][CH2:7][CH2:6][CH2:5][CH2:4][CH2:3][CH3:2])[C:12]([OH:14])=[O:13] |f:1.2,4.5|. Procedure: To 11-bromoundecanoic acid dissolved in acetonitrile (50 ml ) were added sodium iodide (2 g) and tetra-n-butylammonium iodide (1 g), and the mixture was heated under reflux for 4 hours. The reaction mixture was filtered, concentrated and distributed into ethyl acetate and water, and the ethyl acetate layer was dried over anhydrous sodium sulfate and concentrated to give iodoundecanoic acid (0.89 g). Starting materials: O=C([O-])O, Cl, O=N[O-], Nc1cc(O)cc(Cl)c1, [Na+], [Na+], O, Cl[Sn]Cl. The product is NNc1cc(O)cc(Cl)c1. RXN SMILES: [C:17](=[O:18])([O-:19])[OH:20].[ClH:22].[N:10]([O-:11])=[O:12].[NH2:1][c:2]1[cH:3][c:4]([OH:9])[cH:5][c:6]([Cl:8])[cH:7]1.[Na+:13].[Na+:21].[OH2:23].[Sn:14]([Cl:15])[Cl:16]>>[NH:1]([c:2]1[cH:3][c:4]([OH:9])[cH:5][c:6]([Cl:8])[cH:7]1)[NH2:10]. Starting materials: P(OC)(OC)OC (trimethyl phosphite), CC(C(C)O)O (2,3-butanediol). Run in CO (methanol). Conditions: temperature 100 celsius. Product: COP1OC(C(O1)C)C (2-methoxy-4,5-dimethyl-1,3,2-dioxaphospholane), said product. As a reaction SMILES: [P:1](OC)(OC)[O:2][CH3:3].[CH3:8][CH:9]([OH:13])[CH:10]([OH:12])[CH3:11]>CO>[CH3:3][O:2][P:1]1[O:13][CH:9]([CH3:8])[CH:10]([CH3:11])[O:12]1. Procedure: A mixture of 300 g of trimethyl phosphite and 200 ml of 2,3-butanediol was heated to 100° C. and the methanol formed was distilled off to obtain 170 g of 2-methoxy-4,5-dimethyl-1,3,2-dioxaphospholane with a boiling point of 66° C. at 20 mm Hg, 37 g of the said product were added over two hours to 62.5 g of tert.-butyl bromoacetate heated to 115° C. under reduced pressure of 140 mm Hg and the volatile products were removed under reduced pressure to obtain 59 g of 2-tert.-butoxycarbonylmethyl-4,5-... The reactants are COCCOCCO, Cc1nc2c3c(ccn2c1C)C(O)C(O)C(c1ccccc1)N3. Product: COCCOCCOC1c2ccn3c(C)c(C)nc3c2NC(c2ccccc2)C1O. RXN SMILES: [CH3:24][O:25][CH2:26][CH2:27][O:28][CH2:29][CH2:30][OH:31].[OH:1][CH:2]1[CH:3]([OH:23])[CH:4]([c:17]2[cH:18][cH:19][cH:20][cH:21][cH:22]2)[NH:5][c:6]2[c:7]3[n:8]([cH:9][cH:10][c:11]21)[c:12]([CH3:16])[c:13]([CH3:15])[n:14]3>>[O:1]([CH:2]1[CH:3]([OH:23])[CH:4]([c:17]2[cH:18][cH:19][cH:20][cH:21][cH:22]2)[NH:5][c:6]2[c:7]3[n:8]([cH:9][cH:10][c:11]21)[c:12]([CH3:16])[c:13]([CH3:15])[n:14]3)[CH2:30][CH2:29][O:28][CH2:27][CH2:26][O:25][CH3:24]. Starting materials: C[Al](C)C, COc1cc(CCc2cc(N)[nH]n2)cc(OC)c1, Cc1ccccc1, COC(=O)c1cnc(N2CCCN(C(C)C)CC2)nc1. The product is COc1cc(CCc2cc(NC(=O)c3cnc(N4CCCN(C(C)C)CC4)nc3)[nH]n2)cc(OC)c1. RXN SMILES: [CH3:1][Al:2]([CH3:3])[CH3:4].[CH3:25][O:26][c:27]1[cH:28][c:29]([CH2:35][CH2:36][c:37]2[cH:38][c:39]([NH2:42])[nH:40][n:41]2)[cH:30][c:31]([O:33][CH3:34])[cH:32]1.[CH3:43][c:44]1[cH:45][cH:46][cH:47][cH:48][cH:49]1.[CH3:5][CH:6]([CH3:7])[N:8]1[CH2:9][CH2:10][N:11]([c:15]2[n:16][cH:17][c:18]([C:21]([O:23][CH3:22])=[O:24])[cH:19][n:20]2)[CH2:12][CH2:13][CH2:14]1>>[CH3:5][CH:6]([CH3:7])[N:8]1[CH2:9][CH2:10][N:11]([c:15]2[n:16][cH:17][c:18]([C:21](=[O:23])[NH:42][c:39]3[cH:38][c:37]([CH2:36][CH2:35][c:29]4[cH:28][c:27]([O:26][CH3:25])[cH:32][c:31]([O:33][CH3:34])[cH:30]4)[n:41][nH:40]3)[cH:19][n:20]2)[CH2:12][CH2:13][CH2:14]1.